From a dataset of the Open Reaction Database (ORD), a public repository of structured organic reaction records. describe an organic reaction: reactants, conditions, products, and yield The reactants are ClCC1=NC2=CC(=C(C=C2C(=C1C(=O)OCC)C1=CC(=C(C=C1)OC)OC)OC)OC (ethyl 2-chloromethyl-6,7-dimethoxy-4- (3,4-dimethoxyphenyl)quinoline-3-carboxylate), C(C)N1C(=NC=C1)S (1-ethyl-2-mercaptoimidazole), C([O-])([O-])=O.[K+].[K+] (potassium carbonate), CN(C=O)C (N,N-dimethylformamide). Solvent: O (water). Conditions: time 3 hour. Product: C(C)N1C(=NC=C1)SCC1=NC2=CC(=C(C=C2C(=C1C(=O)OCC)C1=CC(=C(C=C1)OC)OC)OC)OC (ethyl 2-[(1-ethylimidazol-2-yl)thiomethyl]-6,7- dimethoxy-4-(3,4-dimethoxyphenyl)quinoline-3-carboxylate). Isolated yield 77.4%. As a reaction SMILES: Cl[CH2:2][C:3]1[C:12]([C:13]([O:15][CH2:16][CH3:17])=[O:14])=[C:11]([C:18]2[CH:23]=[CH:22][C:21]([O:24][CH3:25])=[C:20]([O:26][CH3:27])[CH:19]=2)[C:10]2[C:5](=[CH:6][C:7]([O:30][CH3:31])=[C:8]([O:28][CH3:29])[CH:9]=2)[N:4]=1.[CH2:32]([N:34]1[CH:38]=[CH:37][N:36]=[C:35]1[SH:39])[CH3:33].C(=O)([O-])[O-].[K+].[K+].CN(C)C=O>O>[CH2:32]([N:34]1[CH:38]=[CH:37][N:36]=[C:35]1[S:39][CH2:2][C:3]1[C:12]([C:13]([O:15][CH2:16][CH3:17])=[O:14])=[C:11]([C:18]2[CH:23]=[CH:22][C:21]([O:24][CH3:25])=[C:20]([O:26][CH3:27])[CH:19]=2)[C:10]2[C:5](=[CH:6][C:7]([O:30][CH3:31])=[C:8]([O:28][CH3:29])[CH:9]=2)[N:4]=1)[CH3:33] |f:2.3.4|. Procedure: A mixture of ethyl 2-chloromethyl-6,7-dimethoxy-4- (3,4-dimethoxyphenyl)quinoline-3-carboxylate (3.0 g), 1-ethyl-2-mercaptoimidazole (1.0 g), potassium carbonate (1.1 g) and N,N-dimethylformamide (30 ml) was stirred at room temperature for 3 hours. The reaction mixture was poured into water and extracted with ethyl acetate. The ethyl acetate layer was washed with water and dried (MgSO4), and the solvent was distilled off under reduced pressure. The residue was subjected to column chromatography ... The reactants are C/C/1=C(/C(=O)OC1=O)\C (dimethylmaleic anhydride), NCCC[Si](OCC)(OCC)OCC (3-aminopropyltriethoxysilane), N1=CC=CC=C1 (pyridine), C/C/1=C(/C(=O)OC1=O)\C (dimethylmaleic anhydride). Run in C1CCCCC1 (cyclohexane), C1CCCCC1 (cyclohexane), C1CCCCC1 (cyclohexane). Conditions: temperature 25 celsius. The product is CC=1C(N(C(C1C)=O)CCC[Si](OCC)(OCC)OCC)=O (3,4-dimethyl-1-[3-(triethoxysilyl)propyl]-1H-pyrrole-2,5-dione). Yield: 42.9%. As a reaction SMILES: [CH3:1][C:2]1=[C:3]([CH3:9])[C:4]([O:6][C:7]1=[O:8])=O.N1C=CC=CC=1.[NH2:16][CH2:17][CH2:18][CH2:19][Si:20]([O:27][CH2:28][CH3:29])([O:24][CH2:25][CH3:26])[O:21][CH2:22][CH3:23]>C1CCCCC1>[CH3:9][C:3]1[C:4](=[O:6])[N:16]([CH2:17][CH2:18][CH2:19][Si:20]([O:27][CH2:28][CH3:29])([O:21][CH2:22][CH3:23])[O:24][CH2:25][CH3:26])[C:7](=[O:8])[C:2]=1[CH3:1]. Procedure: To an appropriately sized reaction vessel equipped with a thermowell, Dean Stark trap connected to condenser with a nitrogen inlet, addition funnel, and mechanical stirrer. was charged 2.2 L of cyclohexane followed by dimethylmaleic anhydride (DMMA, 107.8 g, 0.85 mol) and pyridine (3.5 mL, 0.042 mol) with stirring. A slight endotherm was observed (20 to 14° C.) as the dimethylmaleic anhydride dissolved in the cyclohexane. The mixture was warmed to 25° C. and a turbid solution was observed. The a... Reactants: O=C([O-])[O-], CCN(CC)C(=O)CBr, CN(C)C=O, Oc1cccc(-n2nc(-c3ccc(F)cc3)c3cccnc32)c1, [K+], [K+]. Product: CCN(CC)C(=O)COc1cccc(-n2nc(-c3ccc(F)cc3)c3cccnc32)c1. Reaction SMILES: [C:33](=[O:34])([O-:35])[O-:36].[CH2:24]([CH3:25])[N:26]([C:27]([CH2:28][Br:29])=[O:30])[CH2:31][CH3:32].[CH3:39][N:40]([CH3:41])[CH:42]=[O:43].[F:1][c:2]1[cH:3][cH:4][c:5](-[c:8]2[n:9][n:10](-[c:17]3[cH:18][c:19]([OH:23])[cH:20][cH:21][cH:22]3)[c:11]3[n:12][cH:13][cH:14][cH:15][c:16]23)[cH:6][cH:7]1.[K+:37].[K+:38]>>[F:1][c:2]1[cH:3][cH:4][c:5](-[c:8]2[n:9][n:10](-[c:17]3[cH:18][c:19]([O:23][CH2:28][C:27]([N:26]([CH2:24][CH3:25])[CH2:31][CH3:32])=[O:30])[cH:20][cH:21][cH:22]3)[c:11]3[n:12][cH:13][cH:14][cH:15][c:16]23)[cH:6][cH:7]1. As a reaction SMILES: [C:1](#[N:2])[CH2:3][C:4](=[O:5])[OH:6].[CH3:29][C:30]#[N:31].[CH:14]1([N:15]=[C:16]=[N:17][CH:18]2[CH2:19][CH2:20][CH2:21][CH2:22][CH2:23]2)[CH2:24][CH2:25][CH2:26][CH2:27][CH2:28]1.[NH2:7][c:8]1[n:9][cH:10][cH:11][cH:12][cH:13]1>>[C:1](#[N:2])[CH2:3][C:4](=[O:6])[NH:7][c:8]1[n:9][cH:10][cH:11][cH:12][cH:13]1. The reactants are N#CCC(=O)O, CC#N, C(=NC1CCCCC1)=NC1CCCCC1, Nc1ccccn1. Product: N#CCC(=O)Nc1ccccn1. The reactants are O=C([O-])C(=O)[O-], CNCc1ccc(CSCCNC(=C[N+](=O)[O-])SC)o1, CN(C)Cc1cccc(OCCCN)c1. The product is CNCc1ccc(CSCCNC(=C[N+](=O)[O-])NCCCOc2cccc(CN(C)C)c2)o1. RXN SMILES: [C:21]([O-:22])(=[O:23])[C:24]([O-:25])=[O:26].[CH3:1][NH:2][CH2:3][c:4]1[o:5][c:6]([CH2:9][S:10][CH2:11][CH2:12][NH:13][C:14](=[CH:15][N+:16](=[O:17])[O-:18])[S:19][CH3:20])[cH:7][cH:8]1.[NH2:27][CH2:28][CH2:29][CH2:30][O:31][c:32]1[cH:33][c:34]([CH2:38][N:39]([CH3:40])[CH3:41])[cH:35][cH:36][cH:37]1>>[CH3:1][NH:2][CH2:3][c:4]1[o:5][c:6]([CH2:9][S:10][CH2:11][CH2:12][NH:13][C:14](=[CH:15][N+:16](=[O:17])[O-:18])[NH:27][CH2:28][CH2:29][CH2:30][O:31][c:32]2[cH:33][c:34]([CH2:38][N:39]([CH3:40])[CH3:41])[cH:35][cH:36][cH:37]2)[cH:7][cH:8]1. Reactants: COC1=NC=CC=C1CC(C)(C)C (2-methoxy-3-neopentylpyridine), BrN1C(CCC1=O)=O (N-bromosuccinimide), O (Water). Run in C1CCOC1 (THF). Run at temperature 100 celsius, time 20 minute. Yields the product BrC=1C=C(C(=NC1)OC)CC(C)(C)C (5-bromo-2-methoxy-3-neopentylpyridine). Yield: 72.1%. As a reaction SMILES: [CH3:1][O:2][C:3]1[C:8]([CH2:9][C:10]([CH3:13])([CH3:12])[CH3:11])=[CH:7][CH:6]=[CH:5][N:4]=1.[Br:14]N1C(=O)CCC1=O.O>C1COCC1>[Br:14][C:6]1[CH:7]=[C:8]([CH2:9][C:10]([CH3:13])([CH3:12])[CH3:11])[C:3]([O:2][CH3:1])=[N:4][CH:5]=1. Procedure: To a solution of 2-methoxy-3-neopentylpyridine (4.22 g) in THF (40 mL) was added N-bromosuccinimide (6.29 g) at room temperature, and the mixture was stirred at 100° C. for 20 min. Water was added to the reaction mixture at room temperature, and the reaction mixture was extracted with ethyl acetate. The extract was washed with water, saturated aqueous sodium hydrogen carbonate solution and saturated brine, and dried over anhydrous magnesium sulfate. The solvent was evaporated under reduced press...